From a dataset of the Open Reaction Database (ORD), a public repository of structured organic reaction records. describe an organic reaction: reactants, conditions, products, and yield The reactants are CCC1C=C(C)CC(C)CC(OC)C2OC(O)(C(=O)C(=O)N3CCCCC3C(=O)OC(C(C)=CC3CCC(O)C(OC(C)C)C3)C(C)C(O)CC1=O)C(C)CC2OC, Cc1ccc(S(=O)(=O)O)cc1, c1ccccc1. Product: CCC1C=C(C)CC(C)CC(OC)C2OC(O)(C(=O)C(=O)N3CCCCC3C(=O)OC(C(C)=CC3CCC(O)C(OC(C)C)C3)C(C)C=CC1=O)C(C)CC2OC. RXN SMILES: [CH2:1]([CH3:2])[CH:3]1[C:4](=[O:58])[CH2:5][CH:6]([OH:57])[CH:7]([CH3:56])[CH:8]([C:42](=[CH:43][CH:44]2[CH2:45][CH:46]([O:51][CH:52]([CH3:53])[CH3:54])[CH:47]([OH:50])[CH2:48][CH2:49]2)[CH3:55])[O:9][C:10](=[O:41])[CH:11]2[CH2:12][CH2:13][CH2:14][CH2:15][N:16]2[C:17](=[O:40])[C:18](=[O:39])[C:19]2([OH:38])[CH:20]([CH3:37])[CH2:21][CH:22]([O:35][CH3:36])[CH:23]([CH:24]([O:32][CH3:33])[CH2:25][CH:26]([CH3:31])[CH2:27][C:28]([CH3:30])=[CH:29]1)[O:34]2.[c:59]1([CH3:60])[cH:61][cH:62][c:63]([S:64]([OH:65])(=[O:66])=[O:67])[cH:68][cH:69]1.[cH:70]1[cH:71][cH:72][cH:73][cH:74][cH:75]1>>[CH2:1]([CH3:2])[CH:3]1[C:4](=[O:58])[CH:5]=[CH:6][CH:7]([CH3:56])[CH:8]([C:42](=[CH:43][CH:44]2[CH2:45][CH:46]([O:51][CH:52]([CH3:53])[CH3:54])[CH:47]([OH:50])[CH2:48][CH2:49]2)[CH3:55])[O:9][C:10](=[O:41])[CH:11]2[CH2:12][CH2:13][CH2:14][CH2:15][N:16]2[C:17](=[O:40])[C:18](=[O:39])[C:19]2([OH:38])[CH:20]([CH3:37])[CH2:21][CH:22]([O:35][CH3:36])[CH:23]([CH:24]([O:32][CH3:33])[CH2:25][CH:26]([CH3:31])[CH2:27][C:28]([CH3:30])=[CH:29]1)[O:34]2. The product is O(CCOCCOC1=CC(=C(C#N)C=C1OCCOC)N)CCOCCOC1=CC(=C(C#N)C=C1OCCOC)N (4,4′-((((oxybis(ethane-2,1-diyl))bis(oxy))bis(ethane-2,1-diyl))-bis(oxy))bis(2-amino-5-(2-methoxyethoxy)benzonitrile)). Reactants: O(CCOCCOC1=CC(=C(C#N)C=C1OCCOC)[N+](=O)[O-])CCOCCOC1=CC(=C(C#N)C=C1OCCOC)[N+](=O)[O-] (4,4′-((((oxybis(ethane-2,1-diyl))bis(oxy))bis(ethane-2,1-diyl))-bis(oxy))bis(5-(2-methoxyethoxy)-2-nitrobenzonitrile)). The solvent is CC(=O)O (AcOH), CC(C)O (i-PrOH). Procedure details: To a solution of 4,4′-((((oxybis(ethane-2,1-diyl))bis(oxy))bis(ethane-2,1-diyl))-bis(oxy))bis(5-(2-methoxyethoxy)-2-nitrobenzonitrile) (0.3 g) in AcOH (10 mL) and i-PrOH (10 mL) was added iron powder (0.75 g). The resulting mixture was heated to reflux for 1 h. After reaction finished, the mixture was cooled to room temperature, filtered, the precipitate washed with EA (10 mL). The combined washings and filtrate were concentrated under reduced pressure and purification by silica chromatography t... Yield: 81.0%. Reagents/catalysts: [Fe] (iron). RXN SMILES: [O:1]([CH2:24][CH2:25][O:26][CH2:27][CH2:28][O:29][C:30]1[C:37]([O:38][CH2:39][CH2:40][O:41][CH3:42])=[CH:36][C:33]([C:34]#[N:35])=[C:32]([N+:43]([O-])=O)[CH:31]=1)[CH2:2][CH2:3][O:4][CH2:5][CH2:6][O:7][C:8]1[C:15]([O:16][CH2:17][CH2:18][O:19][CH3:20])=[CH:14][C:11]([C:12]#[N:13])=[C:10]([N+:21]([O-])=O)[CH:9]=1>CC(O)=O.CC(O)C.[Fe]>[O:1]([CH2:24][CH2:25][O:26][CH2:27][CH2:28][O:29][C:30]1[C:37]([O:38][CH2:39][CH2:40][O:41][CH3:42])=[CH:36][C:33]([C:34]#[N:35])=[C:32]([NH2:43])[CH:31]=1)[CH2:2][CH2:3][O:4][CH2:5][CH2:6][O:7][C:8]1[C:15]([O:16][CH2:17][CH2:18][O:19][CH3:20])=[CH:14][C:11]([C:12]#[N:13])=[C:10]([NH2:21])[CH:9]=1. Starting materials: ClC1=NC=CC(=C1)C#CC=1N=C(NC1)C (2-chloro-4-(2-methyl-1H-imidazol-4-ylethynyl)-pyridine), Cl.ClCC1=NC(=CC=C1)C (2-chloromethyl-6-methyl-pyridine hydrochloride). Yields the product CC1=CC=CC(=N1)CN1C(=NC(=C1)C#CC1=CC(=NC=C1)Cl)C (4-[1-(6-Methyl-pyridin-2-ylmethyl)-2-methyl-1H-imidazol-4-ylethynyl]-2-chloro-pyridine). As a reaction SMILES: [Cl:1][C:2]1[CH:7]=[C:6]([C:8]#[C:9][C:10]2[N:11]=[C:12]([CH3:15])[NH:13][CH:14]=2)[CH:5]=[CH:4][N:3]=1.Cl.Cl[CH2:18][C:19]1[CH:24]=[CH:23][CH:22]=[C:21]([CH3:25])[N:20]=1>>[CH3:18][C:19]1[N:20]=[C:21]([CH2:25][N:13]2[CH:14]=[C:10]([C:9]#[C:8][C:6]3[CH:5]=[CH:4][N:3]=[C:2]([Cl:1])[CH:7]=3)[N:11]=[C:12]2[CH3:15])[CH:22]=[CH:23][CH:24]=1 |f:1.2|. Procedure: The title compound, MS: m/e=323.2 (M+H30), was prepared in accordance with the general method of example 1 from 2-chloro-4-(2-methyl-1H-imidazol-4-ylethynyl)-pyridine and 2-chloromethyl-6-methyl-pyridine hydrochloride. Starting materials: C(C)OC(=O)C=1C(C2=CC(=CC=C2C1C1=CC=CC=C1)OCCN1CCOCC1)=O (6-(2-morpholine-4-ylethoxy)-1-oxo-3-phenyl-1H-indene-2-carboxylic Acid Ethyl Ester), C1(=CC=CC=C1)[Mg]Cl (phenylmagnesium chloride). Run in C1CCOC1 (THF). Reaction conditions: temperature 0 celsius, time 2 hour. The product is C(C)OC(=O)C=1C(C2=CC(=CC=C2C1C1=CC=CC=C1)OCCN1CCOCC1)(C1=CC=CC=C1)O (1-hydroxy-6-(2-morpholine-4-yl-ethoxy)-1,3-diphenyl-1H-indene-2-carboxylic Acid Ethyl Ester). The yield is 44.1%. Reaction SMILES: [CH2:1]([O:3][C:4]([C:6]1[C:7](=[O:30])[C:8]2[C:13]([C:14]=1[C:15]1[CH:20]=[CH:19][CH:18]=[CH:17][CH:16]=1)=[CH:12][CH:11]=[C:10]([O:21][CH2:22][CH2:23][N:24]1[CH2:29][CH2:28][O:27][CH2:26][CH2:25]1)[CH:9]=2)=[O:5])[CH3:2].[C:31]1([Mg]Cl)[CH:36]=[CH:35][CH:34]=[CH:33][CH:32]=1>C1COCC1>[CH2:1]([O:3][C:4]([C:6]1[C:7]([OH:30])([C:31]2[CH:36]=[CH:35][CH:34]=[CH:33][CH:32]=2)[C:8]2[C:13]([C:14]=1[C:15]1[CH:20]=[CH:19][CH:18]=[CH:17][CH:16]=1)=[CH:12][CH:11]=[C:10]([O:21][CH2:22][CH2:23][N:24]1[CH2:29][CH2:28][O:27][CH2:26][CH2:25]1)[CH:9]=2)=[O:5])[CH3:2]. Reported procedure: 6-(2-Morpholine-4-ylethoxy)-1-oxo-3-phenyl-1H-indene-2-carboxylic acid ethyl ester (1.5 g, 3.68 mmol) obtained in Step 1 was dissolved in THF, and phenylmagnesium chloride (3.865 mL, 5.89 mmol) was added thereto, followed by stirring for 2 hrs at 0° C. The resulting mixture washed with saturated saline and extracted with ethyl acetate. The organic layer was separated, dried over anhydrous MgSO4, and concentrated under a reduced pressure. The resulting residue was purified by flash chromatography...